The task is: describe an organic reaction: reactants, conditions, products, and yield. This data is from the Open Reaction Database (ORD), a public repository of structured organic reaction records. The reactants are O=C1N=c2ccc(CCBr)cc2=N1, CC(=O)CC(C)C, [I-], [Na+], [Na+], [Na+], O=C([O-])[O-], c1ccc2c(N3CCNCC3)cccc2c1. Yields the product O=C1N=c2ccc(CCN3CCN(c4cccc5ccccc45)CC3)cc2=N1. Reaction SMILES: [Br:17][CH2:18][CH2:19][c:20]1[cH:21][cH:22][c:23]2[c:24]([cH:29]1)=[N:25][C:26](=[O:28])[N:27]=2.[CH3:38][C:39]([CH2:40][CH:41]([CH3:42])[CH3:43])=[O:44].[I-:37].[Na+:30].[Na+:31].[Na+:36].[O-:32][C:33](=[O:34])[O-:35].[c:1]1([N:11]2[CH2:12][CH2:13][NH:14][CH2:15][CH2:16]2)[cH:2][cH:3][cH:4][c:5]2[cH:6][cH:7][cH:8][cH:9][c:10]12>>[c:1]1([N:11]2[CH2:12][CH2:13][N:14]([CH2:18][CH2:19][c:20]3[cH:21][cH:22][c:23]4[c:24]([cH:29]3)=[N:25][C:26](=[O:28])[N:27]=4)[CH2:15][CH2:16]2)[cH:2][cH:3][cH:4][c:5]2[cH:6][cH:7][cH:8][cH:9][c:10]12. The reactants are [BH3-]C#N, O=C([O-])O, CO, CC(=O)O, Nc1cc(Br)cnc1N, [Na+], [Na+], CC(=O)C1CCOCC1. Product: CC(Nc1cc(Br)cnc1N)C1CCOCC1. As a reaction SMILES: [C:19]([BH3-:20])#[N:21].[C:23](=[O:24])([OH:25])[O-:26].[CH3:28][OH:29].[CH3:30][C:31](=[O:32])[OH:33].[NH2:1][c:2]1[n:3][cH:4][c:5]([Br:9])[cH:6][c:7]1[NH2:8].[Na+:22].[Na+:27].[O:10]1[CH2:11][CH2:12][CH:13]([C:16]([CH3:17])=[O:18])[CH2:14][CH2:15]1>>[NH2:1][c:2]1[n:3][cH:4][c:5]([Br:9])[cH:6][c:7]1[NH:8][CH:16]([CH:13]1[CH2:12][CH2:11][O:10][CH2:15][CH2:14]1)[CH3:17]. Reactants: O=C([O-])[O-], CS(C)=O, O=C1CCc2cc(F)ccc21, [K+], [K+], c1cn[nH]c1. The product is O=C1CCc2cc(-n3cccn3)ccc21. As a reaction SMILES: [C:17](=[O:18])([O-:19])[O-:20].[CH3:23][S:24](=[O:25])[CH3:26].[F:1][c:2]1[cH:3][c:4]2[c:8]([cH:9][cH:10]1)[C:7](=[O:11])[CH2:6][CH2:5]2.[K+:21].[K+:22].[nH:12]1[n:13][cH:14][cH:15][cH:16]1>>[c:2]1(-[n:12]2[n:13][cH:14][cH:15][cH:16]2)[cH:3][c:4]2[c:8]([cH:9][cH:10]1)[C:7](=[O:11])[CH2:6][CH2:5]2. Reactants: FC(C(=O)O)(F)F.FC(C(=O)O)(F)F.ClC=1C=NC=2NC=3C=CC=C(CCC4=C(C=CC(NC1N2)=C4)NC(CC4CCNCC4)=O)C3 (N-[6-chloro-2,4,8,22-tetraazatetracyclo[14.3.1.1(3,7).1(9,13)]docosa-1(20), 3(22),4,6,9(21),10,12,16,18-nonaen-12-yl]-2-piperidin-4-ylacetamide bis(trifluoroacetate)), N(=C=O)C(C)(C)C (2-isocyanato-2-methyl-propane). Product: FC(C(=O)O)(F)F.C(C)(C)(C)NC(=O)N1CCC(CC1)CC(=O)NC=1C=CC=2NC3=C(C=NC(NC=4C=CC=C(CCC1C2)C4)=N3)Cl (N-(tert-Butyl)-4-(2-{[6-chloro-2,4,8,22-tetraazatetracyclo[14.3.1.1(3,7).1(9,13)]docosa-1(20),3(22),4,6,9(21),10,12,16,18-nonaen-12-yl]amino}-2-oxoethyl)piperidine-1-carboxamide trifluoroacetate). The yield is 48.0%. Reaction SMILES: [F:1][C:2]([F:7])([F:6])[C:3]([OH:5])=[O:4].FC(F)(F)C(O)=O.[Cl:15][C:16]1[CH:17]=[N:18][C:19]2[NH:20][C:21]3[CH:22]=[CH:23][CH:24]=[C:25]([CH:47]=3)[CH2:26][CH2:27][C:28]3[CH:36]=[C:32]([NH:33][C:34]=1[N:35]=2)[CH:31]=[CH:30][C:29]=3[NH:37][C:38](=[O:46])[CH2:39][CH:40]1[CH2:45][CH2:44][NH:43][CH2:42][CH2:41]1.[N:48]([C:51]([CH3:54])([CH3:53])[CH3:52])=[C:49]=[O:50]>>[F:1][C:2]([F:7])([F:6])[C:3]([OH:5])=[O:4].[C:51]([NH:48][C:49]([N:43]1[CH2:44][CH2:45][CH:40]([CH2:39][C:38]([NH:37][C:29]2[CH:30]=[CH:31][C:32]3[NH:33][C:34]4[N:35]=[C:19]([NH:20][C:21]5[CH:22]=[CH:23][CH:24]=[C:25]([CH:47]=5)[CH2:26][CH2:27][C:28]=2[CH:36]=3)[N:18]=[CH:17][C:16]=4[Cl:15])=[O:46])[CH2:41][CH2:42]1)=[O:50])([CH3:54])([CH3:53])[CH3:52] |f:0.1.2,4.5|. Procedure: The desired compound was prepared according to the procedure of Example A9, step H using N-[6-chloro-2,4,8,22-tetraazatetracyclo[14.3.1.1(3,7).1(9,13)]docosa-1(20), 3(22),4,6,9(21),10,12,16,18-nonaen-12-yl]-2-piperidin-4-ylacetamide bis(trifluoroacetate) and 2-isocyanato-2-methyl-propane as starting materials in 48% yield. 1H NMR (300 MHz, DMSO-d6): δ 9.43 (s, 1H), 9.32 (m, 2H), 8.13 (s, 1H), 8.00 (s, 1H), 7.72 (s, 1H), 7.22 (d, 1H), 7.09 (m, 1H), 7.01 (d, 1H), 6.89 (d, 1H), 6.75 (d, 1H), 5.71 (...